describe an organic reaction: reactants, conditions, products, and yield From a dataset of the Open Reaction Database (ORD), a public repository of structured organic reaction records. Reactants: C(C)(C)(C)OC(=O)N1CCN(C2=CC=CC=C12)C1=CC=C(C=C1)N1CCN(CC1)C(=O)OCC1=CC=CC=C1 (4-[4-(4-(benzyloxycarbonyl)piperazin-1-yl)phenyl]-3,4-dihydro-2H-quinoxaline-1-carboxylic acid tert-butyl ester), C(=O)[O-].[NH4+] (ammonium formate). Reagents/catalysts: [Pd] (Pd/C). Run in CO (methanol), CO (MeOH). The product is C(C)(C)(C)OC(=O)N1CCN(C2=CC=CC=C12)C1=CC=C(C=C1)N1CCNCC1 (4-(4-(piperazin-1-yl)phenyl)-3,4-dihydro-2H-quinoxaline-1-carboxylic acid tert-butyl ester). Yield: 95.7%. As a reaction SMILES: [C:1]([O:5][C:6]([N:8]1[C:17]2[C:12](=[CH:13][CH:14]=[CH:15][CH:16]=2)[N:11]([C:18]2[CH:23]=[CH:22][C:21]([N:24]3[CH2:29][CH2:28][N:27](C(OCC4C=CC=CC=4)=O)[CH2:26][CH2:25]3)=[CH:20][CH:19]=2)[CH2:10][CH2:9]1)=[O:7])([CH3:4])([CH3:3])[CH3:2].C([O-])=O.[NH4+]>[Pd].CO>[C:1]([O:5][C:6]([N:8]1[C:17]2[C:12](=[CH:13][CH:14]=[CH:15][CH:16]=2)[N:11]([C:18]2[CH:23]=[CH:22][C:21]([N:24]3[CH2:29][CH2:28][NH:27][CH2:26][CH2:25]3)=[CH:20][CH:19]=2)[CH2:10][CH2:9]1)=[O:7])([CH3:4])([CH3:2])[CH3:3] |f:1.2|. Procedure details: 3.5 g of 4-[4-(4-(benzyloxycarbonyl)piperazin-1-yl)phenyl]-3,4-dihydro-2H-quinoxaline-1-carboxylic acid tert-butyl ester are placed in a 250 ml three-necked flask under an inert atmosphere. 66 ml of MeOH, then 1.67 g of ammonium formate followed by 1.41 g of 10% Pd/C (50% in water), are added. The mixture is brought to reflux of the methanol for 1 h 30 minutes and then brought back to ambient temperature. It is filtered on a Whatman filter under an inert atmosphere and then rinsing is carried ou... The reactants are C(C1=CC=CC=C1)OC1=C(C=CC=C1)C1=C(C(=O)OC)C=C(C=C1)[N+](=O)[O-] (Methyl 2-(2-benzyloxyphenyl)-5-nitrobenzoate). Reagents/catalysts: [Pd] (palladium on charcoal). Run in CO (methanol), O1CCCC1 (tetrahydrofuran). Conditions: time 8 hour. The product is NC=1C=CC2=C(C(OC3=CC=CC=C23)=O)C1 (8-Aminobenzo[c]chromen-6-one). The yield is 73.0%. As a reaction SMILES: C(O[C:9]1[CH:14]=[CH:13][CH:12]=[CH:11][C:10]=1[C:15]1[CH:24]=[CH:23][C:22]([N+:25]([O-])=O)=[CH:21][C:16]=1[C:17]([O:19]C)=[O:18])C1C=CC=CC=1>CO.O1CCCC1.[Pd]>[NH2:25][C:22]1[CH:23]=[CH:24][C:15]2[C:10]3[C:9](=[CH:14][CH:13]=[CH:12][CH:11]=3)[O:19][C:17](=[O:18])[C:16]=2[CH:21]=1. Procedure: Methyl 2-(2-benzyloxyphenyl)-5-nitrobenzoate (Reference Compound No. 1-1-(1), 21.0 g, 57.8 mmol) was dissolved in a mixture of methanol (135 mL) and tetrahydrofuran (90 mL), then 5% palladium on charcoal (2.19 g) was added thereto, and then the reaction mixture was stirred under hydrogen atmosphere at room temperature overnight. After the unsoluble materials were filtered, the filtrate was removed under reduced pressure. A mixture of ethyl acetate and hexane was added to the obtained residue, an... The reactants are [BH4-], CCO, C=CCC1(CC=C)CCn2c(c(C)c3ccccc32)C1=O, [Na+]. Product: C=CCC1(CC=C)CCn2c(c(C)c3ccccc32)C1O. RXN SMILES: [BH4-:1].[CH3:24][CH2:25][OH:26].[CH3:3][c:4]1[c:5]2[n:6]([c:7]3[cH:8][cH:9][cH:10][cH:11][c:12]13)[CH2:13][CH2:14][C:15]([CH2:18][CH:19]=[CH2:20])([CH2:21][CH:22]=[CH2:23])[C:16]2=[O:17].[Na+:2]>>[CH3:3][c:4]1[c:5]2[n:6]([c:7]3[cH:8][cH:9][cH:10][cH:11][c:12]13)[CH2:13][CH2:14][C:15]([CH2:18][CH:19]=[CH2:20])([CH2:21][CH:22]=[CH2:23])[CH:16]2[OH:17].